This data is from the Open Reaction Database (ORD), a public repository of structured organic reaction records. The task is: describe an organic reaction: reactants, conditions, products, and yield The reactants are C(C)(=O)[O-].[Na+] (sodium acetate), OC1C(OC(C(C1O)O)COP(=O)(O)O)CCCOC(CCCCC)=O (Hexanoic acid 3-(3,4,5-trihydroxy-6-phosphonooxymethyl-tetrahydro-pyran-2-yl)-propyl ester), 50W, [OH-].[Na+] (sodium hydroxide). The solvent is C(C)O (ethanol), C(C)OCC (diethyl ether), O (water). Reaction conditions: time 40 minute. Yields the product [Na+].OC1C(OC(C(C1O)O)CCCO)COP([O-])(O)=O (phosphoric acid mono-[3,4,5-trihydroxy-6-(3-hydroxy-propyl)-tetrahydro-pyran-2-ylmethyl] ester monosodium salt). The yield is 63.0%. Reaction SMILES: [OH:1][CH:2]1[CH:7]([OH:8])[CH:6]([OH:9])[CH:5]([CH2:10][O:11][P:12]([OH:15])([OH:14])=[O:13])[O:4][CH:3]1[CH2:16][CH2:17][CH2:18][O:19]C(=O)CCCCC.[OH-].[Na+:28].C([O-])(=O)C.[Na+]>O.C(O)C.C(OCC)C>[Na+:28].[OH:9][CH:6]1[CH:7]([OH:8])[CH:2]([OH:1])[CH:3]([CH2:16][CH2:17][CH2:18][OH:19])[O:4][CH:5]1[CH2:10][O:11][P:12](=[O:13])([OH:14])[O-:15] |f:1.2,3.4,8.9|. Procedure details: Hexanoic acid 3-(3,4,5-trihydroxy-6-phosphonooxymethyl-tetrahydro-pyran-2-yl)-propyl ester (2.1 g, 5.25 mmol) (prepared in Example 8) was dissolved in water (50 ml) and aqueous sodium hydroxide (1M, 4 eq, 12 ml) was added and stirred for 40 minutes at room temperature after which the solution was acidified (pH˜2) with Dowex 50W X8 H+ form. The solution was washed with dichloromethane (2×100 ml) and the solvent was removed. The residue was then dissolved in a minimum of water and added dropwise t... Starting materials: N(N)C1=CC=C(N=N1)N(C1=CC=CC=C1)C (6-hydrazino-N-methyl-N-phenylpyridazine-3-amine), ClC1=CC=CC(=N1)C(=O)O (6-chloropicolic acid), Cl (hydrochloride). Run in C(Cl)Cl (methylene chloride). Run at time 8 hour. Product: ClC1=CC=CC(=N1)C(=O)NNC=1N=NC(=CC1)N(C1=CC=CC=C1)C (6-chloro-N′-{6-[methyl(phenyl)amino]pyridazin-3-yl}pyridine-2-carbohydrazide). Isolated yield 30.5%. Reaction SMILES: [NH:1]([C:3]1[N:8]=[N:7][C:6]([N:9]([CH3:16])[C:10]2[CH:15]=[CH:14][CH:13]=[CH:12][CH:11]=2)=[CH:5][CH:4]=1)[NH2:2].[Cl:17][C:18]1[N:23]=[C:22]([C:24](O)=[O:25])[CH:21]=[CH:20][CH:19]=1.Cl>C(Cl)Cl>[Cl:17][C:18]1[N:23]=[C:22]([C:24]([NH:2][NH:1][C:3]2[N:8]=[N:7][C:6]([N:9]([CH3:16])[C:10]3[CH:15]=[CH:14][CH:13]=[CH:12][CH:11]=3)=[CH:5][CH:4]=2)=[O:25])[CH:21]=[CH:20][CH:19]=1. Procedure: To a solution of 6-hydrazino-N-methyl-N-phenylpyridazine-3-amine (1.14 g) in methylene chloride (10 ml), 6-chloropicolic acid (0.83 g) and WSCD hydrochloride (1.22 g) were added, and the mixture was stirred at room temperature overnight. The reaction solution was purified by silica gel column chromatography (eluent: chloroform) to obtain 6-chloro-N′-{6-[methyl(phenyl)amino]pyridazin-3-yl}pyridine-2-carbohydrazide (0.57 g). This compound (0.56 g) was stirred at 150° C. overnight in xylene (20 ml)... The reactants are CC#CCOc1ccc(S(=O)(=O)N(C)C(CCCI)C(=O)OC)cc1, CCN(C(C)C)C(C)C, CC(C)O, Sc1ccc(Cl)cc1. Product: CC#CCOc1ccc(S(=O)(=O)N(C)C(CCCSc2ccc(Cl)cc2)C(=O)OC)cc1. As a reaction SMILES: [CH2:1]([C:2]#[C:3][CH3:4])[O:5][c:6]1[cH:7][cH:8][c:9]([S:12](=[O:13])(=[O:14])[N:15]([CH:16]([C:17](=[O:18])[O:19][CH3:20])[CH2:21][CH2:22][CH2:23][I:24])[CH3:25])[cH:10][cH:11]1.[CH:34]([N:35]([CH:36]([CH3:37])[CH3:38])[CH2:39][CH3:40])([CH3:41])[CH3:42].[CH:43]([OH:44])([CH3:45])[CH3:46].[Cl:26][c:27]1[cH:28][cH:29][c:30]([SH:33])[cH:31][cH:32]1>>[CH2:1]([C:2]#[C:3][CH3:4])[O:5][c:6]1[cH:7][cH:8][c:9]([S:12](=[O:13])(=[O:14])[N:15]([CH:16]([C:17](=[O:18])[O:19][CH3:20])[CH2:21][CH2:22][CH2:23][S:33][c:30]2[cH:29][cH:28][c:27]([Cl:26])[cH:32][cH:31]2)[CH3:25])[cH:10][cH:11]1. Starting materials: IC=1C=C2C(C(NC(C2=CC1)=O)=O)=CNC1=CC=C(C=C1)C1NCCC1 (6-Iodo-4-[(4-pyrrolidin-2-yl-phenylamino)-methylene]-4H-isoquinoline-1,3-dione), C(=O)([O-])[O-].[K+].[K+] (K2CO3), C(C)I (EtI). Solvent: CN(C=O)C (N,N-dimethylformamide). Product: C(C)N1C(CCC1)C1=CC=C(C=C1)NC=C1C(NC(C2=CC=C(C=C12)I)=O)=O (4-{[4-(1-Ethyl-pyrrolidin-2-yl)-phenylamino]-methylene}-6-iodo-4H-isoquinoline-1,3-dione). Reaction SMILES: [I:1][C:2]1[CH:3]=[C:4]2[C:9](=[CH:10][CH:11]=1)[C:8](=[O:12])[NH:7][C:6](=[O:13])[C:5]2=[CH:14][NH:15][C:16]1[CH:21]=[CH:20][C:19]([CH:22]2[CH2:26][CH2:25][CH2:24][NH:23]2)=[CH:18][CH:17]=1.C([O-])([O-])=O.[K+].[K+].[CH2:33](I)[CH3:34]>CN(C)C=O>[CH2:33]([N:23]1[CH2:24][CH2:25][CH2:26][CH:22]1[C:19]1[CH:20]=[CH:21][C:16]([NH:15][CH:14]=[C:5]2[C:4]3[C:9](=[CH:10][CH:11]=[C:2]([I:1])[CH:3]=3)[C:8](=[O:12])[NH:7][C:6]2=[O:13])=[CH:17][CH:18]=1)[CH3:34] |f:1.2.3|. Procedure: 6-Iodo-4-[(4-pyrrolidin-2-yl-phenylamino)-methylene]-4H-isoquinoline-1,3-dione (250 mg, 0.54 mmol) and K2CO3 (170 mg, 1.23 mmol) and EtI (155 mg, 0.99 mmol) in N,N-dimethylformamide (5 mL) were stirred at room temperature for 2 hours. After TLC suggested no starting material left, the N,N-dimethylformamide is removed through an aqueous work up, and the desired product is isolated through chromatography (125 mg, 48%). MS (ESI): 488.0 (M+1)+1. Starting materials: [B-](F)(F)(F)F.C1COCC[N+]1=S(F)F (morpholinodifluorosulfinium tetrafluoroborate), C(C)#N (acetonitrile), C1(=CC=CC=C1)CCCO (3-phenylpropanol). Conditions: time 1.5 hour. The product is C1(=CC=CC=C1)CCCO (3-phenylpropanol), C(C)(=O)NCCCC1=CC=CC=C1 (N-acetyl-3-phenylpropylamine). The yield is 25.0%. As a reaction SMILES: [B-](F)(F)(F)F.C1[N+](=S(F)F)CC[O:8]C1.[C:15]1([CH2:21][CH2:22][CH2:23][OH:24])[CH:20]=[CH:19][CH:18]=[CH:17][CH:16]=1.[C:25](#[N:27])[CH3:26]>>[C:15]1([CH2:21][CH2:22][CH2:23][OH:24])[CH:20]=[CH:19][CH:18]=[CH:17][CH:16]=1.[C:25]([NH:27][CH2:23][CH2:22][CH2:21][C:15]1[CH:16]=[CH:17][CH:18]=[CH:19][CH:20]=1)(=[O:8])[CH3:26] |f:0.1|. Reported procedure: To a stirred suspension of morpholinodifluorosulfinium tetrafluoroborate (362 mg, 1.5 mmol) in acetonitrile (3.0 mL) at room temperature was added 3-phenylpropanol (131 μL, 1.0 mmol). After 1.5 h, the reaction mixture was quenched at room temperature with a 5% aqueous sodium bicarbonate solution, stirred for 15 minutes, and the resulting mixture was extracted twice using dichloromethane. The organic phases were combined, dried over magnesium sulfate and filtered through a pad of silica gel. Solv... Reactants: C(C)(=O)OCC (ethyl acetate), ClCC=1C(=CC=C2NC(C(NC12)=O)(C)C)C1=C(C=C(C=C1)F)OC (8-chloromethyl-7-(4-fluoro-2-methoxyphenyl)-3,3-dimethyl-3,4-dihydro-1H-quinoxalin-2-one), C1(=CC=CC=C1)O (phenol), C([O-])([O-])=O.[K+].[K+] (potassium carbonate). Solvent: O (water), CN(C=O)C (N,N-dimethylformamide). Run at temperature 80 celsius, time 19 hour. The product is FC1=CC(=C(C=C1)C1=CC=C2NC(C(NC2=C1COC1=CC=CC=C1)=O)(C)C)OC (7-(4-Fluoro-2-methoxyphenyl)-8-phenoxymethyl-3,3-dimethyl-3,4-dihydro-1H-quinoxalin-2-one). Yield: 67.0%. Reaction SMILES: Cl[CH2:2][C:3]1[C:4]([C:16]2[CH:21]=[CH:20][C:19]([F:22])=[CH:18][C:17]=2[O:23][CH3:24])=[CH:5][CH:6]=[C:7]2[C:12]=1[NH:11][C:10](=[O:13])[C:9]([CH3:15])([CH3:14])[NH:8]2.[C:25]1([OH:31])[CH:30]=[CH:29][CH:28]=[CH:27][CH:26]=1.C(=O)([O-])[O-].[K+].[K+].C(OCC)(=O)C>CN(C)C=O.O>[F:22][C:19]1[CH:20]=[CH:21][C:16]([C:4]2[C:3]([CH2:2][O:31][C:25]3[CH:30]=[CH:29][CH:28]=[CH:27][CH:26]=3)=[C:12]3[C:7]([NH:8][C:9]([CH3:15])([CH3:14])[C:10](=[O:13])[NH:11]3)=[CH:6][CH:5]=2)=[C:17]([O:23][CH3:24])[CH:18]=1 |f:2.3.4|. Procedure details: A mixture of 8-chloromethyl-7-(4-fluoro-2-methoxyphenyl)-3,3-dimethyl-3,4-dihydro-1H-quinoxalin-2-one (Reference Compound No. 4-1, 47.1 mg, 0.14 mmol), phenol (37.5 mg, 0.40 mmol), and potassium carbonate (73.0 mg, 0.53 mmol) was suspended in anhydrous N,N-dimethylformamide (1.5 mL) and stirred at 80° C. for 19 hours. After cooling down, ethyl acetate (30 mL) and water (30 mL) were added to the reaction mixture and partitioned. The organic layer was washed with water (30 mL) and saturated brine ... The reactants are Clc1cccnc1Br, [Li]CCCC, CCOCC, O=C1CCC2(CC1)OCCO2. The product is OC1(c2ncccc2Cl)CCC2(CC1)OCCO2. RXN SMILES: [Br:6][c:7]1[n:8][cH:9][cH:10][cH:11][c:12]1[Cl:13].[CH2:1]([Li:2])[CH2:3][CH2:4][CH3:5].[CH3:25][CH2:26][O:27][CH2:28][CH3:29].[O:14]1[CH2:15][CH2:16][O:17][C:18]12[CH2:19][CH2:20][C:21](=[O:24])[CH2:22][CH2:23]2>>[c:7]1([C:21]2([OH:24])[CH2:20][CH2:19][C:18]3([O:14][CH2:15][CH2:16][O:17]3)[CH2:23][CH2:22]2)[n:8][cH:9][cH:10][cH:11][c:12]1[Cl:13]. Reactants: C(C)(=O)N1CC2=CC(=CC=C2CC1)SC (N-acetyl-7-methylthio-1,2,3,4-tetrahydroisoquinoline), ClC1=CC(=CC=C1)C(=O)OO (m-chloroperbenzoic acid). The solvent is C(Cl)(Cl)Cl (chloroform). Conditions: temperature 25 celsius. Product: C(C)(=O)N1CC2=CC(=CC=C2CC1)S(=O)C (N-acetyl-7-methylsulfinyl-1,2,3,4-tetrahydroisoquinoline). Reaction SMILES: [C:1]([N:4]1[CH2:13][CH2:12][C:11]2[C:6](=[CH:7][C:8]([S:14][CH3:15])=[CH:9][CH:10]=2)[CH2:5]1)(=[O:3])[CH3:2].ClC1C=CC=C(C(OO)=[O:24])C=1>C(Cl)(Cl)Cl>[C:1]([N:4]1[CH2:13][CH2:12][C:11]2[C:6](=[CH:7][C:8]([S:14]([CH3:15])=[O:24])=[CH:9][CH:10]=2)[CH2:5]1)(=[O:3])[CH3:2]. Procedure: A solution of N-acetyl-7-methylthio-1,2,3,4-tetrahydroisoquinoline, (2 gm., 0.009 m.) in 20 ml. of chloroform was cooled to -20° C. and treated with (1.6 gm., 0.009 m.) m-chloroperbenzoic acid. The reaction mixture was allowed to warm to 25° C. and was washed with 10% aqueous sodium carbonate, dried over sodium sulfate and evaporated to yield N-acetyl-7-methylsulfinyl-1,2,3,4-tetrahydroisoquinoline. This compound was hydrolyzed following the procedure set forth in Example 1 to yield 7-methylsulf... Reaction conditions: time 45 minute. Reaction SMILES: O=[CH:2][CH2:3][CH:4]1[CH2:12][C:11]2[C:6](=[CH:7][C:8]([O:13][S:14]([CH3:17])(=[O:16])=[O:15])=[CH:9][CH:10]=2)[C:5]1=O.C1(C)C=CC(S(O)(=O)=O)=CC=1.O.[NH2:31][CH2:32][CH:33]([OH:35])[CH3:34]>C1(C)C=CC=CC=1>[S:14]([O:13][C:8]1[CH:7]=[C:6]2[C:11]([CH2:12][C:4]3[CH:3]=[CH:2][N:31]([CH2:32][CH:33]([OH:35])[CH3:34])[C:5]=32)=[CH:10][CH:9]=1)([CH3:17])(=[O:16])=[O:15]. Procedure: A solution of 2.31 g of (RS)-2-(2-oxoethyl)-6-mesyloxy-1-indanone and 110 mg of p-toluenesulfonic acid in 70 ml of anhydrous toluene was heated on a water separator. A solution of 2.58 g of (RS)-1-amino-2-propanol in 20 ml of anhydrous toluene was added dropwise to the boiling solution over a period of 5 minutes. Subsequently, the mixture was boiled for an additional 45 minutes, during which time the solvent was reduced to a volume of 20 ml. The cooled reaction mixture was purified by column chr... The product is S(=O)(=O)(C)OC1=CC=C2CC3=C(N(C=C3)CC(C)O)C2=C1 ((RS)-1-(7-mesyloxy-1,4-dihydro-indeno[1,2-b]pyrrol-1-yl)-propan-2-ol). Isolated yield 28.0%. The reactants are NCC(C)O ((RS)-1-amino-2-propanol), O=CCC1C(C2=CC(=CC=C2C1)OS(=O)(=O)C)=O ((RS)-2-(2-oxoethyl)-6-mesyloxy-1-indanone), C1(=CC=C(C=C1)S(=O)(=O)O)C (p-toluenesulfonic acid), O (water). Run in C1(=CC=CC=C1)C (toluene), C1(=CC=CC=C1)C (toluene). Starting materials: CN(C(=O)OC(C)(C)C)CCN1N=CN=C1 (1-{2-[N-methyl-N-(t-butoxycarbonyl)amino]ethyl}-1,2,4-triazole), FC(C(=O)O)(F)F (trifluoroacetic acid). Solvent: C(Cl)Cl (DCM). Conditions: temperature 0 celsius, time 3 hour. Yields the product CNCCN1N=CN=C1 (1-(2-Methylaminoethyl)-1,2,4-triazole). As a reaction SMILES: [CH3:1][N:2]([CH2:10][CH2:11][N:12]1[CH:16]=[N:15][CH:14]=[N:13]1)C(OC(C)(C)C)=O.FC(F)(F)C(O)=O>C(Cl)Cl>[CH3:1][NH:2][CH2:10][CH2:11][N:12]1[CH:16]=[N:15][CH:14]=[N:13]1. Procedure details: To a cooled solution (ice bath) of 1-{2-[N-methyl-N-(t-butoxycarbonyl)amino]ethyl}-1,2,4-triazole (Method 24; 1.6 g, 7.2 mmol) in DCM (10 ml) was added trifluoroacetic acid (5 ml). The reaction mixture was stirred for 3 hours at 0° C. and then at room temperature for 1 hour. The reaction mixture was evaporated to dryness with toluene and the crude product was dissolved in DCM (3 ml) and concentrated HCl in ether was added dropwise under vigorous stirring to yield the title compound as a white so...